This data is from the Open Reaction Database (ORD), a public repository of structured organic reaction records. The task is: describe an organic reaction: reactants, conditions, products, and yield Starting materials: ClC1=C(C=C(C(=C1)Cl)OC)N1N=NN(C1=O)CC (1-(2,4-dichloro-5-methoxyphenyl)-1,4-dihydro-4-ethyl-5H-tetrazol-5-one), ClC1=C(C=C(C(=C1)Cl)OC)N1N=NN(C1=O)CC (1-(2,4-dichloro-5-methoxyphenyl)-1,4-dihydro-4-ethyl-5H-tetrazol-5-one), B(Br)(Br)Br (boron tribromide). Solvent: C(Cl)Cl (methylene chloride). The product is ClC1=C(C=C(C(=C1)Cl)O)N1N=NN(C1=O)CC (1-(2,4-dichloro-5-hydroxyphenyl)-1,4-dihydro-4-ethyl-5H-tetrazol-5-one). Yield: 84.1%. Reaction SMILES: [Cl:1][C:2]1[CH:7]=[C:6]([Cl:8])[C:5]([O:9]C)=[CH:4][C:3]=1[N:11]1[C:15](=[O:16])[N:14]([CH2:17][CH3:18])[N:13]=[N:12]1.B(Br)(Br)Br>C(Cl)Cl>[Cl:1][C:2]1[CH:7]=[C:6]([Cl:8])[C:5]([OH:9])=[CH:4][C:3]=1[N:11]1[C:15](=[O:16])[N:14]([CH2:17][CH3:18])[N:13]=[N:12]1. Procedure details: In the manner of Example 11, Step A, the reaction of 1.56 g (0.0054 mole) of 1-(2,4-dichloro-5-methoxyphenyl)-1,4-dihydro-4-ethyl-5H-tetrazol-5-one (compound 7) and 4.06 g (0.016 mole) of boron tribromide in 20 mL of methylene chloride produced 1.25 g of 1-(2,4-dichloro-5-hydroxyphenyl)-1,4-dihydro-4-ethyl-5H-tetrazol-5-one, mp 149°-150° C. Starting materials: CCO, [H-], CCOC(=O)CCC1CCCCN1CCC(=O)OCC, [Na+], Cc1ccccc1C. Product: O=C1CCC2CCCCN2CC1. RXN SMILES: [CH3:23][CH2:24][OH:25].[H-:21].[N:1]1([CH2:14][CH2:15][C:16](=[O:11])[O:18][CH2:9][CH3:10])[CH:2]([CH2:7][CH2:8][C:12]([O:13][CH2:17][CH3:19])=[O:20])[CH2:3][CH2:4][CH2:5][CH2:6]1.[Na+:22].[c:26]1([CH3:27])[c:28]([CH3:29])[cH:30][cH:31][cH:32][cH:33]1>>[N:1]12[CH:2]([CH2:3][CH2:4][CH2:5][CH2:6]1)[CH2:7][CH2:8][C:16](=[O:18])[CH2:15][CH2:14]2. The reactants are [Cl-], [Na+], [Na+], O=C([O-])[O-], CCCCC(CC)C(=O)C[P+](c1ccccc1)(c1ccccc1)c1ccccc1, O. The product is CCCCC(CC)C(=O)C=P(c1ccccc1)(c1ccccc1)c1ccccc1. RXN SMILES: [Cl-:1].[Na+:31].[Na+:32].[O-:33][C:34](=[O:35])[O-:36].[O:2]=[C:3]([CH2:4][P+:5]([c:6]1[cH:7][cH:8][cH:9][cH:10][cH:11]1)([c:12]1[cH:13][cH:14][cH:15][cH:16][cH:17]1)[c:18]1[cH:19][cH:20][cH:21][cH:22][cH:23]1)[CH:24]([CH2:25][CH2:26][CH2:27][CH3:28])[CH2:29][CH3:30].[OH2:37]>>[O:2]=[C:3]([CH:4]=[P:5]([c:6]1[cH:7][cH:8][cH:9][cH:10][cH:11]1)([c:12]1[cH:13][cH:14][cH:15][cH:16][cH:17]1)[c:18]1[cH:19][cH:20][cH:21][cH:22][cH:23]1)[CH:24]([CH2:25][CH2:26][CH2:27][CH3:28])[CH2:29][CH3:30]. Reactants: ClC=1C=CC2=C(C(CCCN2C(C2=CN=C(C=C2)NC(C2=C(C=CC=C2)Cl)=O)=O)CCO)C1 (7-chloro-5-(2-hydroxyethyl)-1-[6-(2-chlorobenzoyl-amino)nicotinoyl]-2,3,4,5-tetrahydro-1H-benzazepine), CS(=O)(=O)Cl (methanesulfonyl chloride), O (Water). Run in N1=CC=CC=C1 (pyridine). Run at time 3 hour. Product: ClC=1C=CC2=C(C(CCCN2C(C2=CN=C(C=C2)NC(C2=C(C=CC=C2)Cl)=O)=O)CCOS(=O)(=O)C)C1 (7-chloro-5-(2-methanesulfonyloxyethyl)-1-[6-(2-chlorobenzoylamino)nicotinoyl]-2,3,4,5-tetrahydro-1H-benzazepine). Reaction SMILES: [Cl:1][C:2]1[CH:3]=[CH:4][C:5]2[N:11]([C:12](=[O:29])[C:13]3[CH:18]=[CH:17][C:16]([NH:19][C:20](=[O:28])[C:21]4[CH:26]=[CH:25][CH:24]=[CH:23][C:22]=4[Cl:27])=[N:15][CH:14]=3)[CH2:10][CH2:9][CH2:8][CH:7]([CH2:30][CH2:31][OH:32])[C:6]=2[CH:33]=1.[CH3:34][S:35](Cl)(=[O:37])=[O:36].O>N1C=CC=CC=1>[Cl:1][C:2]1[CH:3]=[CH:4][C:5]2[N:11]([C:12](=[O:29])[C:13]3[CH:18]=[CH:17][C:16]([NH:19][C:20](=[O:28])[C:21]4[CH:26]=[CH:25][CH:24]=[CH:23][C:22]=4[Cl:27])=[N:15][CH:14]=3)[CH2:10][CH2:9][CH2:8][CH:7]([CH2:30][CH2:31][O:32][S:35]([CH3:34])(=[O:37])=[O:36])[C:6]=2[CH:33]=1. Procedure: To a solution of 7-chloro-5-(2-hydroxyethyl)-1-[6-(2-chlorobenzoyl-amino)nicotinoyl]-2,3,4,5-tetrahydro-1H-benzazepine (3.7 g) in pyridine (50 ml) is added with stirring methanesulfonyl chloride (0.71 ml) under ice-cooling, and the mixture is stirred at room temperature for 3 hours. Water is added to the reaction solution, and the mixture is extracted with ethyl acetate. The extract is washed with successively with diluted hydrochloric acid and water, dried over magnesium sulfate, and evaporated... Starting materials: BrC1=C(C(=CC=C1)[N+](=O)[O-])C (2-bromo-6-nitrotoluene), C1(=C(C(=CC(=C1)C)C)OB(O)O)C (mesitylboric acid), O.O.O.O.O.O.O.O.[OH-].[Ba+2].[OH-] (barium hydroxide octahydrate). The reagents and catalysts are C=1C=CC(=CC1)[P](C=2C=CC=CC2)(C=3C=CC=CC3)[Pd]([P](C=4C=CC=CC4)(C=5C=CC=CC5)C=6C=CC=CC6)([P](C=7C=CC=CC7)(C=8C=CC=CC8)C=9C=CC=CC9)[P](C=1C=CC=CC1)(C=1C=CC=CC1)C=1C=CC=CC1 (Pd(PPh3)4). The solvent is COC(C)OC (2,2-dimethoxyethane), O (water). Product: C1(=C(C(=CC(=C1)C)C)C1(C(C=CC=C1)C)[N+](=O)[O-])C (1-Mesityl-2-methyl-1-nitrobenzene). The yield is 92.9%. RXN SMILES: Br[C:2]1[CH:7]=[CH:6][CH:5]=[C:4]([N+:8]([O-:10])=[O:9])[C:3]=1[CH3:11].[C:12]1([CH3:24])[CH:17]=[C:16]([CH3:18])[CH:15]=[C:14]([CH3:19])[C:13]=1OB(O)O.O.O.O.O.O.O.O.O.[OH-].[Ba+2].[OH-]>COC(OC)C.O.C1C=CC([P]([Pd]([P](C2C=CC=CC=2)(C2C=CC=CC=2)C2C=CC=CC=2)([P](C2C=CC=CC=2)(C2C=CC=CC=2)C2C=CC=CC=2)[P](C2C=CC=CC=2)(C2C=CC=CC=2)C2C=CC=CC=2)(C2C=CC=CC=2)C2C=CC=CC=2)=CC=1>[C:12]1([CH3:24])[CH:17]=[C:16]([CH3:18])[CH:15]=[C:14]([CH3:19])[C:13]=1[C:4]1([N+:8]([O-:10])=[O:9])[CH:5]=[CH:6][CH:7]=[CH:2][CH:3]1[CH3:11] |f:2.3.4.5.6.7.8.9.10.11.12,^1:46,48,67,86|. Procedure: A solution of 2-bromo-6-nitrotoluene (10.0 g, 46 mmol), mesitylboric acid (8.3 g, 51 mmol), Pd(PPh3)4 (2.7 g, 2.31 mmol) and barium hydroxide octahydrate (21.9 g, 69 mmol) in 2,2-dimethoxyethane (300 mL) and water (50 mL) was heated under reflux for six hours. The mixture was filtered through Celite, and the filtrate was diluted with ethyl acetate, washed with brine, dried over anhydrous magnesium sulfate and evaporated. The residue was purified by silica gel column chromatography (0-1% ethyl ac... Reactants: [BH4-], CO, [Na+], O=C(c1ccccc1)c1cccnc1. Yields the product OC(c1ccccc1)c1cccnc1. As a reaction SMILES: [BH4-:15].[CH3:17][OH:18].[Na+:16].[c:1]1([C:7](=[O:8])[c:9]2[cH:10][n:11][cH:12][cH:13][cH:14]2)[cH:2][cH:3][cH:4][cH:5][cH:6]1>>[c:1]1([CH:7]([OH:8])[c:9]2[cH:10][n:11][cH:12][cH:13][cH:14]2)[cH:2][cH:3][cH:4][cH:5][cH:6]1.